Dataset: the Open Reaction Database (ORD), a public repository of structured organic reaction records. Task: describe an organic reaction: reactants, conditions, products, and yield Reactants: N1C=CC=2C1=[N+](C=CC2)[O-] (1H-Pyrrolo[2,3-b]pyridine 7-oxide), P(=O)(Cl)(Cl)Cl (phosphorus oxychloride), N (ammonia). Yields the product ClC1=C2C(=NC=C1)NC=C2 (4-Chloro-1H-pyrrolo[2,3-b]pyridine). Reaction SMILES: [NH:1]1[C:5]2=[N+:6]([O-])[CH:7]=[CH:8][CH:9]=[C:4]2[CH:3]=[CH:2]1.N.P(Cl)(Cl)([Cl:14])=O>>[Cl:14][C:9]1[CH:8]=[CH:7][N:6]=[C:5]2[NH:1][CH:2]=[CH:3][C:4]=12. Procedure details: 100 mg (0.76 mmol) of 1H-pyrrolo[2,3-b]pyridine 7-oxide (from example XV) in 3 ml of phosphorus oxychloride are heated at reflux until a clear solution is formed. After cooling to room temperature, the reaction mixture is carefully hydrolyzed with ice. The mixture is made alkaline using ammonia and extracted repeatedly with ethyl acetate. The organic phase is washed with water and saturated sodium chloride solution. After drying over magnesium sulfate, the solvent is removed under reduced pressu... The reactants are CC(=O)O[BH-](OC(C)=O)OC(C)=O, CC(=O)O, ClCCCl, CCC(N)c1nn2cccc2c(=O)n1Cc1ccccc1, [Na+], O=C1CCCCC1. The product is CCC(NC1CCCCC1)c1nn2cccc2c(=O)n1Cc1ccccc1. As a reaction SMILES: [C:5]([O:6][BH-:7]([O:8][C:9](=[O:10])[CH3:11])[O:12][C:13](=[O:14])[CH3:15])(=[O:16])[CH3:17].[CH3:1][C:2](=[O:3])[OH:4].[Cl:47][CH2:48][CH2:49][Cl:50].[NH2:19][CH:20]([CH2:21][CH3:22])[c:23]1[n:24][n:25]2[c:26]([c:27](=[O:36])[n:28]1[CH2:29][c:30]1[cH:31][cH:32][cH:33][cH:34][cH:35]1)[cH:37][cH:38][cH:39]2.[Na+:18].[O:40]=[C:41]1[CH2:42][CH2:43][CH2:44][CH2:45][CH2:46]1>>[NH:19]([CH:20]([CH2:21][CH3:22])[c:23]1[n:24][n:25]2[c:26]([c:27](=[O:36])[n:28]1[CH2:29][c:30]1[cH:31][cH:32][cH:33][cH:34][cH:35]1)[cH:37][cH:38][cH:39]2)[CH:41]1[CH2:42][CH2:43][CH2:44][CH2:45][CH2:46]1. Starting materials: O=C([O-])[O-], COCCOC, CCOC(=O)C1=C(OS(=O)(=O)C(F)(F)F)CN(Cc2ccccc2)CC1, [K+], [K+], OB(O)c1ccccc1, c1ccc(P(c2ccccc2)(c2ccccc2)[Pd](P(c2ccccc2)(c2ccccc2)c2ccccc2)(P(c2ccccc2)(c2ccccc2)c2ccccc2)P(c2ccccc2)(c2ccccc2)c2ccccc2)cc1. Yields the product CCOC(=O)C1=C(c2ccccc2)CN(Cc2ccccc2)CC1. As a reaction SMILES: [C:36](=[O:37])([O-:38])[O-:39].[CH2:119]([CH2:120][O:121][CH3:122])[O:123][CH3:124].[CH2:1]([c:2]1[cH:3][cH:4][cH:5][cH:6][cH:7]1)[N:8]1[CH2:9][CH2:10][C:11]([C:22](=[O:23])[O:24][CH2:25][CH3:26])=[C:12]([O:14][S:15]([C:16]([F:17])([F:18])[F:19])(=[O:20])=[O:21])[CH2:13]1.[K+:40].[K+:41].[c:27]1([B:33]([OH:34])[OH:35])[cH:28][cH:29][cH:30][cH:31][cH:32]1.[cH:42]1[cH:43][cH:44][c:45]([P:46]([Pd:47]([P:48]([c:49]2[cH:50][cH:51][cH:52][cH:53][cH:54]2)([c:55]2[cH:56][cH:57][cH:58][cH:59][cH:60]2)[c:61]2[cH:62][cH:63][cH:64][cH:65][cH:66]2)([P:67]([c:68]2[cH:69][cH:70][cH:71][cH:72][cH:73]2)([c:74]2[cH:75][cH:76][cH:77][cH:78][cH:79]2)[c:80]2[cH:81][cH:82][cH:83][cH:84][cH:85]2)[P:86]([c:87]2[cH:88][cH:89][cH:90][cH:91][cH:92]2)([c:93]2[cH:94][cH:95][cH:96][cH:97][cH:98]2)[c:99]2[cH:100][cH:101][cH:102][cH:103][cH:104]2)([c:105]2[cH:106][cH:107][cH:108][cH:109][cH:110]2)[c:111]2[cH:112][cH:113][cH:114][cH:115][cH:116]2)[cH:117][cH:118]1>>[CH2:1]([c:2]1[cH:3][cH:4][cH:5][cH:6][cH:7]1)[N:8]1[CH2:9][CH2:10][C:11]([C:22](=[O:23])[O:24][CH2:25][CH3:26])=[C:12]([c:27]2[cH:28][cH:29][cH:30][cH:31][cH:32]2)[CH2:13]1.